Dataset: the Open Reaction Database (ORD), a public repository of structured organic reaction records. Task: describe an organic reaction: reactants, conditions, products, and yield Reactants: [BH4-], COc1ccc(Cl)cc1C(=O)N=c1sn(C(C)(C)C)cc1C=O, C1CCOC1, [Na+]. The product is COc1ccc(Cl)cc1C(=O)N=c1sn(C(C)(C)C)cc1CO. Reaction SMILES: [BH4-:24].[C:1]([CH3:2])([CH3:3])([CH3:4])[n:5]1[s:6][c:7](=[N:12][C:13]([c:14]2[c:15]([O:21][CH3:22])[cH:16][cH:17][c:18]([Cl:20])[cH:19]2)=[O:23])[c:8]([CH:10]=[O:11])[cH:9]1.[CH2:26]1[O:27][CH2:28][CH2:29][CH2:30]1.[Na+:25]>>[C:1]([CH3:2])([CH3:3])([CH3:4])[n:5]1[s:6][c:7](=[N:12][C:13]([c:14]2[c:15]([O:21][CH3:22])[cH:16][cH:17][c:18]([Cl:20])[cH:19]2)=[O:23])[c:8]([CH2:10][OH:11])[cH:9]1. Reactants: ClC=1C=C(CN2C(C=3C(=C(N=C(C3CC2)C(=O)N(C)C)O)O)=O)C=CC1F (6-(3-chloro-4-fluorobenzyl)-3,4-dihydroxy-N,N-dimethyl-5-oxo-5,6,7,8-tetrahydro-2,6-naphthyridine-1-carboxamide), C[O-].[Mg+2].C[O-] (magnesium methoxide), BrCCNC(OCCCC)=O (butyl (2-bromoethyl)carbamate). The solvent is CO (methanol), CS(=O)C (DMSO), CS(=O)C (DMSO), C(C)(=O)OCC (ethyl acetate). Reaction conditions: temperature 60 celsius, time 1 hour. Yields the product ClC=1C=C(CN2C(C3=C(C(N4C(=C3CC2)C(NCC4)=O)=O)O)=O)C=CC1F (9-(3-Chloro-4-fluorobenzyl)-7-hydroxy-3,4,10,11-tetrahydro-2-H-pyrazino[2,1-a]-2,6-naphthyridine-1,6,8(9H)-trione). As a reaction SMILES: [Cl:1][C:2]1[CH:3]=[C:4]([CH:24]=[CH:25][C:26]=1[F:27])[CH2:5][N:6]1[CH2:15][CH2:14][C:13]2[C:12]([C:16]([N:18]([CH3:20])C)=[O:17])=[N:11][C:10]([OH:21])=[C:9]([OH:22])[C:8]=2[C:7]1=[O:23].C[O-].[Mg+2].C[O-].Br[CH2:34]CNC(=O)OCCCC>CO.CS(C)=O.C(OCC)(=O)C>[Cl:1][C:2]1[CH:3]=[C:4]([CH:24]=[CH:25][C:26]=1[F:27])[CH2:5][N:6]1[CH2:15][CH2:14][C:13]2[C:8](=[C:9]([OH:22])[C:10](=[O:21])[N:11]3[CH2:34][CH2:20][NH:18][C:16](=[O:17])[C:12]3=2)[C:7]1=[O:23] |f:1.2.3|. Reported procedure: A mixture of 6-(3-chloro-4-fluorobenzyl)-3,4-dihydroxy-N,N-dimethyl-5-oxo-5,6,7,8-tetrahydro-2,6-naphthyridine-1-carboxamide (1.00 g, 2.63 mmol; Example 1, Step 9) and magnesium methoxide in methanol (13.1 mL, 6-10% methanol solution available from Aldrich) in DMSO (26 mL) was heated at 60° C. for one hour. Methanol was exhaustively removed under vacuum over 45 minutes. The resulting DMSO solution was treated with tort-butyl (2-bromoethyl)carbamate (2.94 g, 13.13 mmol) and stirred at 60° C. unde... Starting materials: Cl (HCl), C(CCC)C1=NC2=C(N1CC1=CC=C(C=C1)C1=C(C=CC=C1)C#N)C(=CC=C2)C (2-butyl-1-[(2'-cyanobiphenyl-4-yl)methyl]-7-methylbenzimidazole), [N-]=[N+]=[N-].[Na+] (sodium azide), [Cl-].[NH4+] (ammonium chloride). Run in CN(C)C=O (DMF), O (water). Run at temperature 115 celsius, time 3.5 day. The product is C(CCC)C1=NC2=C(N1CC1=CC=C(C=C1)C1=C(C=CC=C1)C1=NN=NN1)C(=CC=C2)C (2-Butyl-1-[[2'-(1H-tetrazol-5-yl)biphenyl-4-yl]methyl]-7-methylbenzimidazol). As a reaction SMILES: [CH2:1]([C:5]1[N:9]([CH2:10][C:11]2[CH:16]=[CH:15][C:14]([C:17]3[CH:22]=[CH:21][CH:20]=[CH:19][C:18]=3[C:23]#[N:24])=[CH:13][CH:12]=2)[C:8]2[C:25]([CH3:29])=[CH:26][CH:27]=[CH:28][C:7]=2[N:6]=1)[CH2:2][CH2:3][CH3:4].[N-:30]=[N+:31]=[N-:32].[Na+].[Cl-].[NH4+].Cl>CN(C=O)C.O>[CH2:1]([C:5]1[N:9]([CH2:10][C:11]2[CH:16]=[CH:15][C:14]([C:17]3[CH:22]=[CH:21][CH:20]=[CH:19][C:18]=3[C:23]3[NH:32][N:31]=[N:30][N:24]=3)=[CH:13][CH:12]=2)[C:8]2[C:25]([CH3:29])=[CH:26][CH:27]=[CH:28][C:7]=2[N:6]=1)[CH2:2][CH2:3][CH3:4] |f:1.2,3.4|. Procedure details: A mixture of 2-butyl-1-[(2'-cyanobiphenyl-4-yl)methyl]-7-methylbenzimidazole (0,5 g), sodium azide (1.3 g) and ammonium chloride (1.1 g) in DMF (5 ml) was stirred for 3.5 days at 110-120° C. To the reaction mixture was added water, which was made acidic (pH 3-4) with 1N-HCl, followed by extraction with ethyl acetate. The organic layer was washed with water and dried. The solvent was distilled off, and the residue was purified by column chromatography on silica gel to give crystals. Recrystalliza... Starting materials: CC(C)(C)OC(=O)c1ccc(OC2CCC(N)CC2)cc1, CC#N, C#CC1CCC(C#N)N1C(=O)CCl. The product is C#CC1CCC(C#N)N1C(=O)CNC1CCC(Oc2ccc(C(=O)OC(C)(C)C)cc2)CC1. RXN SMILES: [C:14]([CH3:15])([CH3:16])([CH3:17])[O:18][C:19]([c:20]1[cH:21][cH:22][c:23]([O:26][CH:27]2[CH2:28][CH2:29][CH:30]([NH2:33])[CH2:31][CH2:32]2)[cH:24][cH:25]1)=[O:34].[CH3:35][C:36]#[N:37].[Cl:1][CH2:2][C:3](=[O:4])[N:5]1[CH:6]([C:12]#[N:13])[CH2:7][CH2:8][CH:9]1[C:10]#[CH:11]>>[CH2:2]([C:3](=[O:4])[N:5]1[CH:6]([C:12]#[N:13])[CH2:7][CH2:8][CH:9]1[C:10]#[CH:11])[NH:33][CH:30]1[CH2:29][CH2:28][CH:27]([O:26][c:23]2[cH:22][cH:21][c:20]([C:19]([O:18][C:14]([CH3:15])([CH3:16])[CH3:17])=[O:34])[cH:25][cH:24]2)[CH2:32][CH2:31]1. Starting materials: FC=1C(=C2C=3N(C(CO2)C)C=C(C(C3C1)=O)C(=O)O)F (9,10-difluoro-2,3-dihydro-3-methyl-7-oxo-7H-pyrido[1,2,3-de][1,4]benzoxazine-6-carboxylic acid), C(C)(C)(C)OC(=O)N[C@@H]1CNC[C@@H]1C (cis-3-t-butoxycarbonylamino-4-methylpyrrolidine). The solvent is CS(=O)C (dimethyl sulfoxide). Reaction conditions: time 2 hour. Product: C(C)(C)(C)OC(=O)N[C@@H]1CN(C[C@@H]1C)C=1C(=CC2=C3N(C(COC31)C)C=C(C2=O)C(=O)O)F (10-(cis-3-t-Butoxycarbonylamino-4-methyl-1-pyrrolidinyl)-9-fluoro-2,3-dihydro-3-methyl-7-oxo-7H-pyrido[1,2,3-de][1,4]benzoxazine-6-carboxylic acid). Isolated yield 70.7%. Reaction SMILES: [F:1][C:2]1[C:3](F)=[C:4]2[O:9][CH2:8][CH:7]([CH3:10])[N:6]3[CH:11]=[C:12]([C:17]([OH:19])=[O:18])[C:13](=[O:16])[C:14]([CH:15]=1)=[C:5]23.[C:21]([O:25][C:26]([NH:28][C@H:29]1[C@@H:33]([CH3:34])[CH2:32][NH:31][CH2:30]1)=[O:27])([CH3:24])([CH3:23])[CH3:22]>CS(C)=O>[C:21]([O:25][C:26]([NH:28][C@H:29]1[C@@H:33]([CH3:34])[CH2:32][N:31]([C:3]2[C:2]([F:1])=[CH:15][C:14]3[C:13](=[O:16])[C:12]([C:17]([OH:19])=[O:18])=[CH:11][N:6]4[CH:7]([CH3:10])[CH2:8][O:9][C:4]=2[C:5]=34)[CH2:30]1)=[O:27])([CH3:24])([CH3:22])[CH3:23]. Procedure: A mixture of 9,10-difluoro-2,3-dihydro-3-methyl-7-oxo-7H-pyrido[1,2,3-de][1,4]benzoxazine-6-carboxylic acid (0.5 g), anhydrous dimethyl sulfoxide (10 ml) and cis-3-t-butoxycarbonylamino-4-methylpyrrolidine (0.54 g) was stirred for 2 hours at 90°-100° C. and then concentrated. To the residue was added methanol and the resulting precipitate was collected by filtration and then washed with cold methanol to give the title compound (0.58 g) as yellowish powder, mp 219°-220° C.